This data is from the Open Reaction Database (ORD), a public repository of structured organic reaction records. The task is: describe an organic reaction: reactants, conditions, products, and yield Reactants: acetylenic carbonyl, CC1=C(C(CCC1)(C)C)C(C#CC)O (2,6,6-Trimethyl-1-[1-hydroxy-2-butynyl]-1-cyclohexene), petroleum-ether. Reagents/catalysts: O=[Mn]=O (MnO2). The product is CC1=C(C(CCC1)(C)C)C(C#CC)=O (2,6,6-trimethyl-1-tetrolyl-1-cyclohexene). The yield is 81.0%. As a reaction SMILES: [CH3:1][C:2]1[CH2:7][CH2:6][CH2:5][C:4]([CH3:9])([CH3:8])[C:3]=1[CH:10]([OH:14])[C:11]#[C:12][CH3:13]>O=[Mn]=O>[CH3:1][C:2]1[CH2:7][CH2:6][CH2:5][C:4]([CH3:8])([CH3:9])[C:3]=1[C:10](=[O:14])[C:11]#[C:12][CH3:13]. Procedure details: A mixture of 1.277 g. (66.3 mMole) of the acetylenic carbonyl compound prepared according to the description of paragraph (b) above, 12 g. of activated MnO2 and 100 ml. of petroleum-ether (30°-40°) were stirred for 15 minutes at room temperature. The solid was removed by filtration and the liquid was dried over molecular sieves then it was concentrated and distilled under reduced pressure. 1.02 g. (81%) of 2,6,6-trimethyl-1-tetrolyl-1-cyclohexene were thus obtained, the analytical measurements t... Reactants: ClC1=NC=NC(=C1)NC1=CC(=CC=C1)C (4-chloro-6-(3'-methylanilino)pyrimidine), NC=1C=C(C=CC1)O (3-aminophenol). Solvent: C(Cl)Cl (methylene chloride). Reaction conditions: temperature 140 celsius. Product: OC=1C=C(NC2=NC=NC(=C2)NC2=CC(=CC=C2)C)C=CC1 (4-(3'-hydroxyanilino)-6-(3'-methylanilino)pyrimidine). The yield is 39.0%. Reaction SMILES: Cl[C:2]1[CH:7]=[C:6]([NH:8][C:9]2[CH:14]=[CH:13][CH:12]=[C:11]([CH3:15])[CH:10]=2)[N:5]=[CH:4][N:3]=1.[NH2:16][C:17]1[CH:18]=[C:19]([OH:23])[CH:20]=[CH:21][CH:22]=1>C(Cl)Cl>[OH:23][C:19]1[CH:18]=[C:17]([CH:22]=[CH:21][CH:20]=1)[NH:16][C:2]1[CH:7]=[C:6]([NH:8][C:9]2[CH:14]=[CH:13][CH:12]=[C:11]([CH3:15])[CH:10]=2)[N:5]=[CH:4][N:3]=1. Reported procedure: A mixture of 4-chloro-6-(3'-methylanilino)pyrimidine (9.56 g) and 3-aminophenol (5.22 g) was stirred and heated at 140° C. for 3 hours. The product so obtained was dissolved in methylene chloride and a few drops of methanol, and chromatographed on silica using a mixture of methylene chloride and methanol, increasing in polarity from pure methylene chloride to a 19:1 mixture of methylene chloride and methanol as eluent. The product so obtained was recrystallised from a mixture of ethyl acetate an... Starting materials: CC1(OB(OC1(C)C)C=1C=NNC1)C (4-(4,4,5,5-tetramethyl-1,3,2-dioxaborolan-2-yl)-1H-pyrazole), C([O-])([O-])=O.[Cs+].[Cs+] (cesium carbonate), ClCC(=O)N(C)C (2-chloro-N,N-dimethylacetamide). Run in CN(C)C=O (DMF), O (water). The product is CN(C(CN1N=CC(=C1)B1OC(C(O1)(C)C)(C)C)=O)C (N,N-dimethyl-2-(4-(4,4,5,5-tetramethyl-1,3,2-dioxaborolan-2-yl)-1H-pyrazol-1-yl)acetamide). Isolated yield 113.6%. As a reaction SMILES: [CH3:1][C:2]1([CH3:14])[C:6]([CH3:8])([CH3:7])[O:5][B:4]([C:9]2[CH:10]=[N:11][NH:12][CH:13]=2)[O:3]1.C(=O)([O-])[O-].[Cs+].[Cs+].Cl[CH2:22][C:23]([N:25]([CH3:27])[CH3:26])=[O:24]>CN(C=O)C.O>[CH3:26][N:25]([CH3:27])[C:23](=[O:24])[CH2:22][N:12]1[CH:13]=[C:9]([B:4]2[O:5][C:6]([CH3:7])([CH3:8])[C:2]([CH3:14])([CH3:1])[O:3]2)[CH:10]=[N:11]1 |f:1.2.3|. Procedure details: A solution of 4-(4,4,5,5-tetramethyl-1,3,2-dioxaborolan-2-yl)-1H-pyrazole (0.8 g, 4.1 mmol), cesium carbonate (2.0 g, 6.2 mmol), and 2-chloro-N,N-dimethylacetamide (0.47 mL, 4.5 mmol) in DMF (14 mL) was heated in a microwave at 90° C. for 1 hr. The crude reaction mixtures were then diluted with water (300 mL) and extracted with ethyl acetate (3×50 mL). Product was purified by silica gel column using DCM/EtOAc/MeOH (8/1.5/0.5) as eluent to provide N,N-dimethyl-2-(4-(4,4,5,5-tetramethyl-1,3,2-diox... The reactants are FC(C(=O)C1=CC=C(C=C1)N1CCN(CC1)S(=O)(=O)C1=CC=CC=C1)(F)F (2,2,2-trifluoro-1-(4-(4-(phenylsulfonyl)-1-piperazinyl)phenyl)ethanone), C1(CC1)[Mg]Br (cyclopropylmagnesium bromide). Solvent: C1CCOC1 (THF). Reaction conditions: temperature 0 celsius, time 10 minute. Product: C1(CC1)C(C(F)(F)F)(O)C1=CC=C(C=C1)N1CCN(CC1)S(=O)(=O)C1=CC=CC=C1 (1-cyclopropyl-2,2,2-trifluoro-1-(4-(4-(phenylsulfonyl)-1-piperazinyl)phenyl)ethanol). The yield is 67.6%. Reaction SMILES: [F:1][C:2]([F:27])([F:26])[C:3]([C:5]1[CH:10]=[CH:9][C:8]([N:11]2[CH2:16][CH2:15][N:14]([S:17]([C:20]3[CH:25]=[CH:24][CH:23]=[CH:22][CH:21]=3)(=[O:19])=[O:18])[CH2:13][CH2:12]2)=[CH:7][CH:6]=1)=[O:4].[CH:28]1([Mg]Br)[CH2:30][CH2:29]1>C1COCC1>[CH:28]1([C:3]([C:5]2[CH:6]=[CH:7][C:8]([N:11]3[CH2:16][CH2:15][N:14]([S:17]([C:20]4[CH:25]=[CH:24][CH:23]=[CH:22][CH:21]=4)(=[O:19])=[O:18])[CH2:13][CH2:12]3)=[CH:9][CH:10]=2)([OH:4])[C:2]([F:1])([F:26])[F:27])[CH2:30][CH2:29]1. Procedure: A 100 mL round-bottom flask was charged with 2,2,2-trifluoro-1-(4-(4-(phenylsulfonyl)-1-piperazinyl)phenyl)ethanone (0.50 g, 1.26 mmol) and 10 mL of THF. After cooling to 0° C., cyclopropylmagnesium bromide (5.02 mL, 0.5 M in THF, 2.51 mmol, Sigma-Aldrich, St. Louis, Mo.) was added. After 10 min, the mixture was quenched with saturated aqueous NH4Cl (15 mL), extracted with EtOAc (2×50 mL), dried (MgSO4), and concentrated to give an oil. This oil was purified via column chromatography (40 g of si...